From a dataset of the Open Reaction Database (ORD), a public repository of structured organic reaction records. describe an organic reaction: reactants, conditions, products, and yield Reactants: N[C@@H](CC1=CC=CC=C1)CO (L-phenylalaninol), CCOCC (ether), C(C1=CC=CC=C1)(=O)Cl (benzoylchloride), viii, [OH-].[Na+] (NaOH), ii, [BH4-].[Na+] (NaBH4), iii, iv. Solvent: CO (methanol), O1CCCC1 (tetrahydrofuran). Product: C(C1=CC=CC=C1)(=O)N[C@@H](CC1=CC=CC=C1)CO (N-benzoylphenylalaninol). The yield is 81.1%. As a reaction SMILES: [NH2:1][C@H:2]([CH2:10][OH:11])[CH2:3][C:4]1[CH:9]=[CH:8][CH:7]=[CH:6][CH:5]=1.[BH4-].[Na+].CCOCC.[OH-].[Na+].[C:21](Cl)(=[O:28])[C:22]1[CH:27]=[CH:26][CH:25]=[CH:24][CH:23]=1>CO.O1CCCC1>[C:21]([NH:1][C@H:2]([CH2:10][OH:11])[CH2:3][C:4]1[CH:5]=[CH:6][CH:7]=[CH:8][CH:9]=1)(=[O:28])[C:22]1[CH:27]=[CH:26][CH:25]=[CH:24][CH:23]=1 |f:1.2,4.5|. Procedure: N-benzoylphenylalaninol is synthesized by following steps of: i) suspending 1 mole (163 g) of L-phenylalaninol to 1 L of tetrahydrofuran, ii) adding 2.5 mole (100 g) of NaBH4 to the solution, iii) dropping 1.25 mole of ether-diluted sulfuric acid (66 ml, total volume 200 ml) to the solution at 0° C., iv) after reacting the solution for 12 hours at room temperature, adding 200 ml of methanol slowly, v) after adding 1 L of 5N-NaOH, evaporating organic solvent and refluxing for 3 hours, vi) after c...